This data is from the Open Reaction Database (ORD), a public repository of structured organic reaction records. The task is: describe an organic reaction: reactants, conditions, products, and yield Reactants: C=1(O)C(O)=CC=CC1.[Si] (catechol silicon), C(C)(=O)CC(C)=O (acetylacetone). Reported procedure: A solution of catechol (22.0 g, 0.20 mmol) and toluene (220 mL) was dehydrated by distilling 20 mL of the solution. Thereafter, 20.8 g (0.10 mmol) of tetraethoxysilane (TEOS) was added to the solution while stirring. The mixed solution was refluxed for 1 hour, and then, while the distillation temperature was 100° C. or higher, distilled at a liquid flow rate of 15 mL/h until the amount of the solution became 100 mL. As a result, catechol-silicon complex toluene was obtained. To 2 mL of catechol-... Yields the product C=1([O-])C([O-])=CC=CC1.[Si+4].C=1([O-])C([O-])=CC=CC1 (Silicon(IV) Catecholate). As a reaction SMILES: [C:1]1([C:3](=[CH:5][CH:6]=[CH:7][CH:8]=1)[OH:4])[OH:2].[Si:9].C(CC(=O)C)(=O)C>>[C:1]1([C:3](=[CH:5][CH:6]=[CH:7][CH:8]=1)[O-:4])[O-:2].[Si+4:9].[C:1]1([C:3](=[CH:5][CH:6]=[CH:7][CH:8]=1)[O-:4])[O-:2] |f:0.1,3.4.5|. The reactants are CN1CCCC1=O, O=[N+]([O-])c1cc(F)ccc1F, NC(=O)C1CCCNC1, O. Yields the product NC(=O)C1CCCN(c2ccc(F)cc2[N+](=O)[O-])C1. RXN SMILES: [CH3:21][N:22]1[CH2:23][CH2:24][CH2:25][C:26]1=[O:27].[F:1][c:2]1[c:3]([N+:9](=[O:10])[O-:11])[cH:4][c:5]([F:8])[cH:6][cH:7]1.[NH2:12][C:13](=[O:14])[CH:15]1[CH2:16][CH2:17][CH2:18][NH:19][CH2:20]1.[OH2:28]>>[c:2]1([N:19]2[CH2:18][CH2:17][CH2:16][CH:15]([C:13]([NH2:12])=[O:14])[CH2:20]2)[c:3]([N+:9](=[O:10])[O-:11])[cH:4][c:5]([F:8])[cH:6][cH:7]1. Reactants: [F-].C(CCC)[N+](CCCC)(CCCC)CCCC (tetra-n-butylammonium fluoride), ClC1=NC=C(C=O)C=C1 (6-Chloronicotinaldehyde), O1CCCC1 (tetrahydrofuran), C[Si](C(F)(F)F)(C)C (Trimethyl(trifluoromethyl)silane), O1CCCC1 (tetrahydrofuran). Run in O (water), [Cl-].[Na+].O (brine). Conditions: temperature 0 celsius. Product: ClC1=CC=C(C=N1)C(C(F)(F)F)O (1-(6-Chloropyridin-3-yl)-2,2,2-trifluoroethanol). Reaction SMILES: [Cl:1][C:2]1[CH:9]=[CH:8][C:5]([CH:6]=[O:7])=[CH:4][N:3]=1.O1CCCC1.C[Si](C)(C)[C:17]([F:20])([F:19])[F:18].[F-].C([N+](CCCC)(CCCC)CCCC)CCC>O.[Cl-].[Na+].O>[Cl:1][C:2]1[N:3]=[CH:4][C:5]([CH:6]([OH:7])[C:17]([F:20])([F:19])[F:18])=[CH:8][CH:9]=1 |f:3.4,6.7.8|. Procedure details: 6-Chloronicotinaldehyde (500 mg, 3.53 mmol) was added to tetrahydrofuran (23 mL) and cooled to 0° C. Trimethyl(trifluoromethyl)silane (0.66 mL, 4.24 mmol) was added followed by 1 M tetra-n-butylammonium fluoride in tetrahydrofuran (4.24 mL, 4.24 mmol). The reaction mixture was allowed to warm to room temperature over 1 hour. The reaction was then diluted with water and brine and extracted with ethyl acetate three times. The organic layers were combined and dried over magnesium sulfate, filtered,... Starting materials: ammonium salt, lactone, C1[C@H]([C@H]([C@H](OC1(C(=O)O)O)[C@@H](CO)O)O)O (D-KDO), pyranose, furanose, C1[C@H]([C@H]([C@H](OC1(C(=O)O)O)[C@@H](CO)O)O)O (D-KDO). Solvent: O (H2O), O (H2O), O (H2O). Product: C(C(=O)C[C@H](O)[C@H](O)[C@@H](O)[C@@H](O)CO)(=O)O (3-Deoxy-L-manno-octulosonic Acid). As a reaction SMILES: [CH2:1]1[C:6]([OH:10])([C:7]([OH:9])=[O:8])[O:5][C@H:4]([C@H:11]([OH:14])[CH2:12][OH:13])[C@H:3]([OH:15])[C@@H:2]1[OH:16]>O>[C:7]([OH:9])(=[O:8])[C:6]([CH2:1][C@@H:2]([C@@H:3]([C@H:4]([C@H:11]([CH2:12][OH:13])[OH:14])[OH:5])[OH:15])[OH:16])=[O:10]. Procedure: The specific rotation and spectral data were obtained after L-KDO had been converted to its ammonium salt: [α]25D−37.2° (c 0.68, H2O) [for D-KDO:[α]27D+42.3° (c 1.7, H2O) Unger, Adv. Charbohydr. Chem. Biochem., 381:323 (1981); authentic sample from Sigma [α]25D+40.1° (c 2.1, H2O)]. Since KDO has an axial 5-OH group, it is known that it exists as a mixture of pyranose and furanose forms, and readily cyclizes to the corresponding lactone. The 1H and 13C NMR data of the predominant form are: 1H MMR... Starting materials: C(C)S (ethanethiol), B(F)(F)F.CCOCC (boron trifluoride etherate), C1(=CC=CC=C1)C1=NNC2=CC=C(C=C12)NS(=O)(=O)C1CCN(CC1)C(=O)OCC1=CC=CC=C1 (benzyl 4-(3-phenyl-1H-indazol-5-ylsulfamoyl)piperidine-1-carboxylate). The solvent is ClCCl (dichloromethane). Run at temperature 20 celsius, time 16 hour. Yields the product C1(=CC=CC=C1)C1=NNC2=CC=C(C=C12)NS(=O)(=O)C1CCNCC1 (N-(3-phenyl-1H-indazol-5-yl)piperidine-4-sulfonamide). Yield: 11.0%. Reaction SMILES: C(S)C.B(F)(F)F.CCOCC.[C:13]1([C:19]2[C:27]3[C:22](=[CH:23][CH:24]=[C:25]([NH:28][S:29]([CH:32]4[CH2:37][CH2:36][N:35](C(OCC5C=CC=CC=5)=O)[CH2:34][CH2:33]4)(=[O:31])=[O:30])[CH:26]=3)[NH:21][N:20]=2)[CH:18]=[CH:17][CH:16]=[CH:15][CH:14]=1>ClCCl>[C:13]1([C:19]2[C:27]3[C:22](=[CH:23][CH:24]=[C:25]([NH:28][S:29]([CH:32]4[CH2:37][CH2:36][NH:35][CH2:34][CH2:33]4)(=[O:31])=[O:30])[CH:26]=3)[NH:21][N:20]=2)[CH:14]=[CH:15][CH:16]=[CH:17][CH:18]=1 |f:1.2|. Procedure details: N-(3-Phenyl-1H-indazol-5-yl)piperidine-4-sulfonamide can be obtained in the following way: 1.89 g of ethanethiol, then 1.45 g of boron trifluoride etherate, are added dropwise to a solution, under argon, of 0.5 g of benzyl 4-(3-phenyl-1H-indazol-5-ylsulfamoyl)piperidine-1-carboxylate in 5 ml of dichloromethane. The reaction mixture is stirred at a temperature in the region of 20° C. for 16 hours and is then concentrated to dryness under reduced pressure (2 kPa) at a temperature in the region of ... The reactants are BrC=1C=CC=C2C=CNC12 (7-bromoindole), [Cu](C#N)C#N (copper cyanide). The solvent is 1-methyl-2-pyrrolidine, O.C(C)(=O)OCC (water ethyl acetate). Reaction conditions: temperature 200 celsius, time 2.5 hour. The product is hexanes ethyl acetate, C(#N)C=1C=CC=C2C=CNC12 (7-Cyano-1H-indole). Yield: 54.8%. RXN SMILES: Br[C:2]1[CH:3]=[CH:4][CH:5]=[C:6]2[C:10]=1[NH:9][CH:8]=[CH:7]2.[Cu](C#N)[C:12]#[N:13]>O.C(OCC)(=O)C>[C:12]([C:2]1[CH:3]=[CH:4][CH:5]=[C:6]2[C:10]=1[NH:9][CH:8]=[CH:7]2)#[N:13] |f:2.3|. Procedure details: Combine 7-bromoindole (4.72 g, 24.0 mmol) and copper cyanide (4.30 g, 48.1 mmol) in 1-methyl-2-pyrrolidine (40 mL). Heat to 200° C. After 2.5 hours, cool to room temperature, add water-ethyl acetate (200 mL, 1/1) to give a solid. Filter through the celite, extract the filtrate with ethyl acetate, combine the organic layers, wash with brine, dry over Na2SO4, filter and evaporate in vacuo to give a residue. Chromatograph the residue on silica gel eluting with hexanes: ethyl acetate (10:1) to give ... Starting materials: FC1=CC=C(C(=O)C2=C(C(=O)O)C=C(C=C2)OC)C=C1 (2-(4-fluorobenzoyl)-5-methoxybenzoic acid), O.NN (hydrazine hydrate). The product is FC1=CC=C(C=C1)C1=NNC(C2=CC(=CC=C12)OC)=O (4-(4-Fluorophenyl)-7-methoxy-2H-phthalazin-1-one). Reaction SMILES: [F:1][C:2]1[CH:20]=[CH:19][C:5]([C:6]([C:8]2[CH:16]=[CH:15][C:14]([O:17][CH3:18])=[CH:13][C:9]=2[C:10](O)=[O:11])=O)=[CH:4][CH:3]=1.O.[NH2:22][NH2:23]>>[F:1][C:2]1[CH:20]=[CH:19][C:5]([C:6]2[C:8]3[C:9](=[CH:13][C:14]([O:17][CH3:18])=[CH:15][CH:16]=3)[C:10](=[O:11])[NH:23][N:22]=2)=[CH:4][CH:3]=1 |f:1.2|. Reported procedure: This compound is obtained according to the procedure described in 1.2. by reacting unpurified 2-(4-fluorobenzoyl)-5-methoxybenzoic acid with hydrazine hydrate. Reactants: C1(CCCCC1)CC(=O)O (cyclohexylacetic acid), [OH-].[Na+] (NaOH), C(C)[C@@H]1[C@@H]([C@]2(C)[C@@H](C1)[C@@H]1CCC3=CC(CC[C@@H]3[C@H]1CC2)=O)OC(CBr)=O (16β-ethyl-17β-bromoacetoxy-4-estren-3-one), CN(C)C=O (DMF). Run in C(C)(=O)OCC (ethyl acetate), O (water), CC(=O)C (acetone). Product: C(C)[C@@H]1[C@@H]([C@]2(C)[C@@H](C1)[C@@H]1CCC3=CC(CC[C@@H]3[C@H]1CC2)=O)OC(COC(CC2CCCCC2)=O)=O (16β-Ethyl-17β-cyclohexylacetoxyacetoxy-4-estren-3-one). Isolated yield 96.1%. RXN SMILES: [CH:1]1([CH2:7][C:8]([OH:10])=[O:9])[CH2:6][CH2:5][CH2:4][CH2:3][CH2:2]1.[OH-].[Na+].[CH2:13]([C@H:15]1[CH2:20][C@H:19]2[C@H:21]3[C@H:30]([CH2:31][CH2:32][C@:17]2([CH3:18])[C@H:16]1[O:34][C:35](=[O:38])[CH2:36]Br)[C@@H:29]1[C:24](=[CH:25][C:26](=[O:33])[CH2:27][CH2:28]1)[CH2:23][CH2:22]3)[CH3:14].CN(C=O)C>CC(C)=O.C(OCC)(=O)C.O>[CH2:13]([C@H:15]1[CH2:20][C@H:19]2[C@H:21]3[C@H:30]([CH2:31][CH2:32][C@:17]2([CH3:18])[C@H:16]1[O:34][C:35](=[O:38])[CH2:36][O:9][C:8](=[O:10])[CH2:7][CH:1]1[CH2:6][CH2:5][CH2:4][CH2:3][CH2:2]1)[C@@H:29]1[C:24](=[CH:25][C:26](=[O:33])[CH2:27][CH2:28]1)[CH2:23][CH2:22]3)[CH3:14] |f:1.2|. Reported procedure: In 20 ml of acetone is dissolved 0.65 g of cyclohexylacetic acid, and 2.5 ml of 2N-NaOH, 1.0 g of 16β-ethyl-17β-bromoacetoxy-4-estren-3-one and 20 ml of DMF are serially added to the above solution. The mixture is refluxed for 5 hours. After cooling, the reaction mixture is poured into a mixture of 100 ml of water and 150 ml of ethyl acetate. The ethyl acetate layer is separated and the aqueous layer is extracted with 100 ml of ethyl acetate. These organic layers are combined, washed with water ... Starting materials: OC[C@@H]1CC[C@H](CC1)C(=O)OC (methyl trans-4-(hydroxymethyl)cyclohexanecarboxylate), CC(=O)OI1(C=2C=CC=CC2C(=O)O1)(OC(=O)C)OC(=O)C (Dess-Martin periodinane). Solvent: C(Cl)Cl (CH2Cl2), CCOC(=O)C (EtOAc). Yields the product C(=O)[C@@H]1CC[C@H](CC1)C(=O)OC (methyl trans-4-formylcyclohexanecarboxylate). Reaction SMILES: [OH:1][CH2:2][C@H:3]1[CH2:8][CH2:7][C@H:6]([C:9]([O:11][CH3:12])=[O:10])[CH2:5][CH2:4]1.CC(OI1(OC(C)=O)(OC(C)=O)OC(=O)C2C=CC=CC1=2)=O>C(Cl)Cl.CCOC(C)=O>[CH:2]([C@H:3]1[CH2:4][CH2:5][C@H:6]([C:9]([O:11][CH3:12])=[O:10])[CH2:7][CH2:8]1)=[O:1]. Reported procedure: To a flask containing methyl trans-4-(hydroxymethyl)cyclohexanecarboxylate (100 mg, 0.581 mmol) in CH2Cl2 (5.8 mL) at 0° C., was added Dess-Martin periodinane (493 mg, 1.16 mmol). The reaction was allowed to warm to room temperature over an hour and then was diluted with EtOAc (60 mL), washed with saturated K2CO3 solution (3×40 mL) and brine (40 mL). The organic layer was dried over Na2SO4, filtered, and concentrated. Purification of the residue by flash chromatography on silica gel (0 to 25% Et...